This data is from the Open Reaction Database (ORD), a public repository of structured organic reaction records. The task is: describe an organic reaction: reactants, conditions, products, and yield The reactants are CCOC(=O)Cn1ccc2ccc(O)cc21, CCCCP(CCCC)CCCC, Cc1nc(-c2cccc(C(F)(F)F)c2)ccc1CO. The product is CCOC(=O)Cn1ccc2ccc(OCc3ccc(-c4cccc(C(F)(F)F)c4)nc3C)cc21. RXN SMILES: [CH2:1]([CH3:2])[O:3][C:4]([CH2:5][n:6]1[cH:7][cH:8][c:9]2[cH:10][cH:11][c:12]([OH:15])[cH:13][c:14]12)=[O:16].[CH2:36]([P:37]([CH2:38][CH2:39][CH2:40][CH3:41])[CH2:42][CH2:43][CH2:44][CH3:45])[CH2:46][CH2:47][CH3:48].[CH3:17][c:18]1[n:19][c:20](-[c:26]2[cH:27][c:28]([C:32]([F:33])([F:34])[F:35])[cH:29][cH:30][cH:31]2)[cH:21][cH:22][c:23]1[CH2:24][OH:25]>>[CH2:1]([CH3:2])[O:3][C:4]([CH2:5][n:6]1[cH:7][cH:8][c:9]2[cH:10][cH:11][c:12]([O:15][CH2:24][c:23]3[c:18]([CH3:17])[n:19][c:20](-[c:26]4[cH:27][c:28]([C:32]([F:33])([F:34])[F:35])[cH:29][cH:30][cH:31]4)[cH:21][cH:22]3)[cH:13][c:14]12)=[O:16]. Reactants: ClC1=NC=2N(C=C1)N=CC2 (5-chloropyrazolo[1,5-a]pyrimidine), NC[C@H]1N(CCC1)C(=O)OC(C)(C)C ((S)-tert-butyl 2-(aminomethyl)pyrrolidine-1-carboxylate), amine. The product is N1=CC=C2N1C=CC(=N2)NC[C@H]2N(CCC2)C(=O)OC(C)(C)C ((S)-tert-butyl 2-((pyrazolo[1,5-a]pyrimidin-5-ylamino)methyl)pyrrolidine-1-carboxylate). Isolated yield 96.0%. RXN SMILES: Cl[C:2]1[CH:7]=[CH:6][N:5]2[N:8]=[CH:9][CH:10]=[C:4]2[N:3]=1.[NH2:11][CH2:12][C@@H:13]1[CH2:17][CH2:16][CH2:15][N:14]1[C:18]([O:20][C:21]([CH3:24])([CH3:23])[CH3:22])=[O:19]>>[N:8]1[N:5]2[CH:6]=[CH:7][C:2]([NH:11][CH2:12][C@@H:13]3[CH2:17][CH2:16][CH2:15][N:14]3[C:18]([O:20][C:21]([CH3:24])([CH3:23])[CH3:22])=[O:19])=[N:3][C:4]2=[CH:10][CH:9]=1. Reported procedure: The commercially available 5-chloropyrazolo[1,5-a]pyrimidine is reacted with (S)-tert-butyl 2-(aminomethyl)pyrrolidine-1-carboxylate under the amine displacement conditions described in example 5.6.5 to give 96% product. Starting materials: C(#N)C1=CC=C2C=3C(C4=C(C(C3NC2=C1)(C)C)C=C(C=C4)OS(=O)(=O)C(F)(F)F)=O (Trifluoro-methanesulfonic acid 3-cyano-6,6-dimethyl-11-oxo-6,11-dihydro-5H-benzo[b]carbazol-8-yl ester), N1CCCCC1 (piperidine). Product: CC1(C2=C(C(C=3C4=CC=C(C=C4NC13)C#N)=O)C=CC(=C2)N2CCCCC2)C (6,6-Dimethyl-11-oxo-8-piperidin-1-yl-6,11-dihydro-5H-benzo[b]carbazole-3-carbonitrile). As a reaction SMILES: [C:1]([C:3]1[CH:15]=[C:14]2[C:6]([C:7]3[C:8](=[O:30])[C:9]4[CH:21]=[CH:20][C:19](OS(C(F)(F)F)(=O)=O)=[CH:18][C:10]=4[C:11]([CH3:17])([CH3:16])[C:12]=3[NH:13]2)=[CH:5][CH:4]=1)#[N:2].[NH:31]1[CH2:36][CH2:35][CH2:34][CH2:33][CH2:32]1>>[CH3:16][C:11]1([CH3:17])[C:12]2[NH:13][C:14]3[C:6](=[CH:5][CH:4]=[C:3]([C:1]#[N:2])[CH:15]=3)[C:7]=2[C:8](=[O:30])[C:9]2[CH:21]=[CH:20][C:19]([N:31]3[CH2:36][CH2:35][CH2:34][CH2:33][CH2:32]3)=[CH:18][C:10]1=2. Procedure: Under the same conditions as the method for synthesizing Compound B2-1, the title compound was prepared from Compound B1 and piperidine.